This data is from the Open Reaction Database (ORD), a public repository of structured organic reaction records. The task is: describe an organic reaction: reactants, conditions, products, and yield Run in O (water), CN(C=O)C (N,N-dimethylformamide). As a reaction SMILES: [Si:1]([O:8][CH2:9][C:10]1[N:11]=[CH:12][N:13]([C:15]2[CH:20]=[CH:19][C:18]([N:21]3[CH2:25][C@H:24]([CH2:26]OS(C)(=O)=O)[O:23][C:22]3=[O:32])=[CH:17][C:16]=2[F:33])[CH:14]=1)([C:4]([CH3:7])([CH3:6])[CH3:5])([CH3:3])[CH3:2].[N-:34]=[N+:35]=[N-:36].[Na+].C(=O)(O)[O-].[Na+]>CN(C)C=O.O>[N:34]([CH2:26][C@@H:24]1[O:23][C:22](=[O:32])[N:21]([C:18]2[CH:19]=[CH:20][C:15]([N:13]3[CH:14]=[C:10]([CH2:9][O:8][Si:1]([C:4]([CH3:6])([CH3:7])[CH3:5])([CH3:3])[CH3:2])[N:11]=[CH:12]3)=[C:16]([F:33])[CH:17]=2)[CH2:25]1)=[N+:35]=[N-:36] |f:1.2,3.4|. Procedure: (5R)-3-(4-(4-t-Butyldimethylsilyloxymethylimidazol-1-yl)-3-fluorophenyl)-5-methanesulfonyloxymethyloxazolidin-2-one (13.6 g) was dissolved in dry N,N-dimethylformamide (110 ml). Sodium azide (3.53 g) was added, and the mixture was heated at 80° C. for 3.5 hours. The mixture was cooled, diluted with water (1.1 L) containing sodium bicarbonate (2 g), and extracted with ethyl acetate (2×800 ml). Combined organics were washed with water (2×300 ml), then brine, and dried over magnesium sulfate. The s... Conditions: temperature 80 celsius. Starting materials: [N-]=[N+]=[N-].[Na+] (Sodium azide), [Si](C)(C)(C(C)(C)C)OCC=1N=CN(C1)C1=C(C=C(C=C1)N1C(O[C@H](C1)COS(=O)(=O)C)=O)F ((5R)-3-(4-(4-t-Butyldimethylsilyloxymethylimidazol-1-yl)-3-fluorophenyl)-5-methanesulfonyloxymethyloxazolidin-2-one), C([O-])(O)=O.[Na+] (sodium bicarbonate). The yield is 82.3%. Yields the product N(=[N+]=[N-])C[C@H]1CN(C(O1)=O)C1=CC(=C(C=C1)N1C=NC(=C1)CO[Si](C)(C)C(C)(C)C)F ((5R)-5-Azidomethyl-3-(4-(4-t-butyldimethylsilyloxymethylimidazol-1-yl)-3-fluorophenyl)-oxazolidin-2-one).